From a dataset of the Open Reaction Database (ORD), a public repository of structured organic reaction records. describe an organic reaction: reactants, conditions, products, and yield Reactants: C1(=CC=CC=C1)C=1C=C(C=NC1C1=CC=CC=C1)N (5,6-diphenylpyridin-3-amine), COC=1C=C(C=CC1)C1=NC=C(C=C1C1=CC=CC=C1)[N+](=O)[O-] (2-(3-methoxyphenyl)-5-nitro-3-phenylpyridine). The product is COC=1C=C(C=CC1)C1=C(C=C(C=N1)N)C1=CC=CC=C1 (6-(3-Methoxyphenyl)-5-phenylpyridin-3-amine). Reaction SMILES: C1(C2C=C(N)C=NC=2C2C=CC=CC=2)C=CC=CC=1.[CH3:20][O:21][C:22]1[CH:23]=[C:24]([C:28]2[C:33]([C:34]3[CH:39]=[CH:38][CH:37]=[CH:36][CH:35]=3)=[CH:32][C:31]([N+:40]([O-])=O)=[CH:30][N:29]=2)[CH:25]=[CH:26][CH:27]=1>>[CH3:20][O:21][C:22]1[CH:23]=[C:24]([C:28]2[N:29]=[CH:30][C:31]([NH2:40])=[CH:32][C:33]=2[C:34]2[CH:39]=[CH:38][CH:37]=[CH:36][CH:35]=2)[CH:25]=[CH:26][CH:27]=1. Procedure details: Obtained (0.160 g, 69% of yield) following the procedure described in Intermediate 5 (step D) starting with 2-(3-methoxyphenyl)-5-nitro-3-phenylpyridine (0.84 mmol, 0.257 g). Reactants: [O-][n+]1cc(CCl)ccc1Cl, [K+], [K+], CCOC(=O)N1CC2CCNC2C1, O=C([O-])[O-]. The product is CCOC(=O)N1CC2CCN(Cc3ccc(Cl)[n+]([O-])c3)C2C1. RXN SMILES: [Cl:1][c:2]1[n+:3]([O-:10])[cH:4][c:5]([CH2:8][Cl:9])[cH:6][cH:7]1.[K+:24].[K+:25].[NH:11]1[CH:12]2[CH:13]([CH2:14][CH2:15]1)[CH2:16][N:17]([C:19](=[O:20])[O:21][CH2:22][CH3:23])[CH2:18]2.[O-:26][C:27]([O-:28])=[O:29]>>[Cl:1][c:2]1[n+:3]([O-:10])[cH:4][c:5]([CH2:8][N:11]2[CH:12]3[CH:13]([CH2:14][CH2:15]2)[CH2:16][N:17]([C:19](=[O:20])[O:21][CH2:22][CH3:23])[CH2:18]3)[cH:6][cH:7]1.